Dataset: the Open Reaction Database (ORD), a public repository of structured organic reaction records. Task: describe an organic reaction: reactants, conditions, products, and yield As a reaction SMILES: [Cl:1][C:2]1[CH:16]=[CH:15][C:5]([C:6]([C:8]2[CH:13]=[CH:12][C:11]([CH3:14])=[CH:10][CH:9]=2)=[O:7])=[CH:4][CH:3]=1.[Br:17]N1C(=O)CCC1=O>C(Cl)(Cl)(Cl)Cl.C(OOC(=O)C1C=CC=CC=1)(=O)C1C=CC=CC=1>[Cl:1][C:2]1[CH:3]=[CH:4][C:5]([C:6]([C:8]2[CH:13]=[CH:12][C:11]([CH2:14][Br:17])=[CH:10][CH:9]=2)=[O:7])=[CH:15][CH:16]=1. The reagents and catalysts are C(C1=CC=CC=C1)(=O)OOC(C1=CC=CC=C1)=O (dibenzoylperoxide). Isolated yield 62.6%. Run in C(Cl)(Cl)(Cl)Cl (carbon tetrachloride). Product: ClC1=CC=C(C(=O)C2=CC=C(CBr)C=C2)C=C1 (4-(4-chlorobenzoyl)benzyl bromide). Reactants: ClC1=CC=C(C(=O)C2=CC=C(C=C2)C)C=C1 (4-(4-chlorobenzoyl)toluene), BrN1C(CCC1=O)=O (N-bromosuccinimide). Reported procedure: A mixture of 4-(4-chlorobenzoyl)toluene (5.48 g, 23.8 mmol), dibenzoylperoxide (100 mg, 0.413 mmol), and N-bromosuccinimide (4.56 g, 25.6 mmol) in carbon tetrachloride (70 ml) was refluxed for 2 hours, cooled, filtered, and evaporated under vacuum. The residue was chromatographed on silica gel (1 kg) eluted with 97:3 (v/v) hexane-ethyl acetate using a preparative high-performance liquid chromatograph. Appropriate fractions were pooled and evaporated under vacuum to provide 4.61 g (63%) of 4-(4-c... Starting materials: [BH4-], NC1CCN(C(=O)c2cc(Cl)cc(Cl)c2)C(Cc2ccccc2)C1, Cc1ccccc1, CO, [Mg+2], [Na+], O=S(=O)([O-])[O-], O=Cc1cc2ccccc2o1. Yields the product O=C(c1cc(Cl)cc(Cl)c1)N1CCC(NCc2cc3ccccc3o2)CC1Cc1ccccc1. Reaction SMILES: [BH4-:42].[CH2:1]([c:2]1[cH:3][cH:4][cH:5][cH:6][cH:7]1)[CH:8]1[N:9]([C:15]([c:16]2[cH:17][c:18]([Cl:23])[cH:19][c:20]([Cl:22])[cH:21]2)=[O:24])[CH2:10][CH2:11][CH:12]([NH2:14])[CH2:13]1.[CH3:44][c:45]1[cH:46][cH:47][cH:48][cH:49][cH:50]1.[CH3:51][OH:52].[Mg+2:36].[Na+:43].[O-:37][S:38](=[O:39])(=[O:40])[O-:41].[o:25]1[c:26]([CH:34]=[O:35])[cH:27][c:28]2[c:29]1[cH:30][cH:31][cH:32][cH:33]2>>[CH2:1]([c:2]1[cH:3][cH:4][cH:5][cH:6][cH:7]1)[CH:8]1[N:9]([C:15]([c:16]2[cH:17][c:18]([Cl:23])[cH:19][c:20]([Cl:22])[cH:21]2)=[O:24])[CH2:10][CH2:11][CH:12]([NH:14][CH2:34][c:26]2[o:25][c:29]3[c:28]([cH:27]2)[cH:33][cH:32][cH:31][cH:30]3)[CH2:13]1. Product: O=C(O)C(CCO)N1CCCC1=O. Starting materials: CCO, ClC(Cl)Cl, Cl, [Na+], O=C1OCCC1N1CCCC1=O, [OH-], O. As a reaction SMILES: [CH3:21][CH2:22][OH:23].[CH:16]([Cl:17])([Cl:18])[Cl:19].[ClH:15].[Na+:14].[O:1]=[C:2]1[O:3][CH2:4][CH2:5][CH:6]1[N:7]1[C:8](=[O:12])[CH2:9][CH2:10][CH2:11]1.[OH-:13].[OH2:20]>>[O:1]=[C:2]([CH:6]([CH2:5][CH2:4][OH:3])[N:7]1[C:8](=[O:12])[CH2:9][CH2:10][CH2:11]1)[OH:13]. Reactants: CC(C)(C)OC(=O)NC(CO)C(CO[Si](C)(C)C(C)(C)C)O[Si](C)(C)C(C)(C)C, ClCCl. Product: CC(C)(C)OC(=O)N1CC1C(CO[Si](C)(C)C(C)(C)C)O[Si](C)(C)C(C)(C)C. As a reaction SMILES: [C:1]([CH3:2])([CH3:3])([CH3:4])[Si:5]([O:6][CH:7]([CH:8]([CH2:9][OH:10])[NH:11][C:12]([O:13][C:14]([CH3:15])([CH3:16])[CH3:17])=[O:18])[CH2:19][O:20][Si:21]([CH3:22])([CH3:23])[C:24]([CH3:25])([CH3:26])[CH3:27])([CH3:28])[CH3:29].[Cl:30][CH2:31][Cl:32]>>[C:1]([CH3:2])([CH3:3])([CH3:4])[Si:5]([O:6][CH:7]([CH:8]1[CH2:9][N:11]1[C:12]([O:13][C:14]([CH3:15])([CH3:16])[CH3:17])=[O:18])[CH2:19][O:20][Si:21]([CH3:22])([CH3:23])[C:24]([CH3:25])([CH3:26])[CH3:27])([CH3:28])[CH3:29].